From a dataset of the Open Reaction Database (ORD), a public repository of structured organic reaction records. describe an organic reaction: reactants, conditions, products, and yield Reactants: CC(C)=O, CC#N, CO, NC1CC1, COc1ccc(Nc2nc(Cl)nc(Cl)n2)cc1Cl, [K+], [Na+], [OH-], O, O=P([O-])(O)O. The product is COc1ccc(Nc2nc(Cl)nc(NC3CC3)n2)cc1Cl. RXN SMILES: [CH3:31][C:32](=[O:33])[CH3:34].[CH3:35][C:36]#[N:37].[CH3:38][OH:39].[CH:19]1([NH2:22])[CH2:20][CH2:21]1.[Cl:1][c:2]1[cH:3][c:4]([NH:10][c:11]2[n:12][c:13]([Cl:18])[n:14][c:15]([Cl:17])[n:16]2)[cH:5][cH:6][c:7]1[O:8][CH3:9].[K+:30].[Na+:24].[OH-:23].[OH2:40].[P:25]([O-:26])([OH:27])([OH:28])=[O:29]>>[Cl:1][c:2]1[cH:3][c:4]([NH:10][c:11]2[n:12][c:13]([Cl:18])[n:14][c:15]([NH:22][CH:19]3[CH2:20][CH2:21]3)[n:16]2)[cH:5][cH:6][c:7]1[O:8][CH3:9]. Reactants: O=C([O-])[O-], O=C1CN2CCNCC2CO1, CC#N, CCN(C(C)C)C(C)C, Fc1ccc(Nc2ncnc3cc(OCCBr)c(OCC4CC4)cc23)cc1Cl, [I-], [K+], [K+], [Na+], O=C(O)C(F)(F)F. Yields the product O=C1CN2CCN(CCOc3cc4ncnc(Nc5ccc(F)c(Cl)c5)c4cc3OCC3CC3)CC2CO1. Reaction SMILES: [C:56](=[O:57])([O-:58])[O-:59].[CH2:10]1[O:11][C:12](=[O:20])[CH2:13][N:14]2[CH:15]1[CH2:16][NH:17][CH2:18][CH2:19]2.[CH3:64][C:65]#[N:66].[CH:1]([N:2]([CH:3]([CH3:4])[CH3:5])[CH2:6][CH3:7])([CH3:8])[CH3:9].[Cl:28][c:29]1[cH:30][c:31]([NH:36][c:37]2[n:38][cH:39][n:40][c:41]3[cH:42][c:43]([O:52][CH2:53][CH2:54][Br:55])[c:44]([O:47][CH2:48][CH:49]4[CH2:50][CH2:51]4)[cH:45][c:46]23)[cH:32][cH:33][c:34]1[F:35].[I-:63].[K+:60].[K+:61].[Na+:62].[OH:21][C:22]([C:23]([F:24])([F:25])[F:26])=[O:27]>>[CH2:10]1[O:11][C:12](=[O:20])[CH2:13][N:14]2[CH:15]1[CH2:16][N:17]([CH2:54][CH2:53][O:52][c:43]1[cH:42][c:41]3[n:40][cH:39][n:38][c:37]([NH:36][c:31]4[cH:30][c:29]([Cl:28])[c:34]([F:35])[cH:33][cH:32]4)[c:46]3[cH:45][c:44]1[O:47][CH2:48][CH:49]1[CH2:50][CH2:51]1)[CH2:18][CH2:19]2. Starting materials: C(C)C1=C(OCC(CO)O)C=CC(=C1)CCCCCCCCCCCCCC (3-(2-ethyl-4-tetradecylphenoxy)-1,2-propanediol), C(C1=CC=CC=C1)(C1=CC=CC=C1)(C1=CC=CC=C1)Cl (trityl chloride). Solvent: C(Cl)(Cl)Cl (chloroform). Conditions: time 72 hour. Product: C(C)C1=C(OCC(COC(C2=CC=CC=C2)(C2=CC=CC=C2)C2=CC=CC=C2)O)C=CC(=C1)CCCCCCCCCCCCCC (1-(2-Ethyl-4-tetradecylphenoxy)-3-(triphenylmethoxy)-2-propanol). Yield: 95.3%. As a reaction SMILES: [CH2:1]([C:3]1[CH:14]=[C:13]([CH2:15][CH2:16][CH2:17][CH2:18][CH2:19][CH2:20][CH2:21][CH2:22][CH2:23][CH2:24][CH2:25][CH2:26][CH2:27][CH3:28])[CH:12]=[CH:11][C:4]=1[O:5][CH2:6][CH:7]([OH:10])[CH2:8][OH:9])[CH3:2].[C:29](Cl)([C:42]1[CH:47]=[CH:46][CH:45]=[CH:44][CH:43]=1)([C:36]1[CH:41]=[CH:40][CH:39]=[CH:38][CH:37]=1)[C:30]1[CH:35]=[CH:34][CH:33]=[CH:32][CH:31]=1>C(Cl)(Cl)Cl>[CH2:1]([C:3]1[CH:14]=[C:13]([CH2:15][CH2:16][CH2:17][CH2:18][CH2:19][CH2:20][CH2:21][CH2:22][CH2:23][CH2:24][CH2:25][CH2:26][CH2:27][CH3:28])[CH:12]=[CH:11][C:4]=1[O:5][CH2:6][CH:7]([OH:10])[CH2:8][O:9][C:29]([C:30]1[CH:35]=[CH:34][CH:33]=[CH:32][CH:31]=1)([C:42]1[CH:43]=[CH:44][CH:45]=[CH:46][CH:47]=1)[C:36]1[CH:37]=[CH:38][CH:39]=[CH:40][CH:41]=1)[CH3:2]. Reported procedure: A mixture of 11.68 g of 3-(2-ethyl-4-tetradecylphenoxy)-1,2-propanediol, 14.95 g of trityl chloride and 40 ml pryridine was stirred for 72 hours, then diluted with chloroform, washed with two 100 ml portions of aqueous sodium bicarbonate, then water and dried. The solvents were evaporated under reduced pressure and the residue evaporated with toluene. This residue was then diluted with hexanes and the solid which formed collected giving 18 g of the desired compound. The reactants are COCC(CNc1cc2c(c(Nc3cccc(C)c3)n1)C(=O)NC2)NC(=O)OC(C)(C)C, CCOC(C)=O, ClCCl, ClCCl, O=C(O)C(F)(F)F. RXN SMILES: [CH3:1][O:2][CH2:3][CH:4]([CH2:5][NH:6][c:7]1[cH:8][c:9]2[c:10]([c:11]([NH:13][c:14]3[cH:15][c:16]([CH3:20])[cH:17][cH:18][cH:19]3)[n:12]1)[C:21](=[O:24])[NH:22][CH2:23]2)[NH:25][C:26]([O:27][C:28]([CH3:29])([CH3:30])[CH3:31])=[O:32].[CH3:46][CH2:47][O:48][C:49]([CH3:50])=[O:51].[Cl:40][CH2:41][Cl:42].[Cl:43][CH2:44][Cl:45].[F:33][C:34]([F:35])([F:36])[C:37]([OH:38])=[O:39]>>[CH3:1][O:2][CH2:3][CH:4]([CH2:5][NH:6][c:7]1[c:8]([F:33])[c:9]2[c:10]([c:11]([NH:13][c:14]3[cH:15][c:16]([CH3:20])[cH:17][cH:18][cH:19]3)[n:12]1)[C:21](=[O:24])[NH:22][CH2:23]2)[NH:25][C:26]([O:27][C:28]([CH3:29])([CH3:30])[CH3:31])=[O:32]. Product: COCC(CNc1nc(Nc2cccc(C)c2)c2c(c1F)CNC2=O)NC(=O)OC(C)(C)C. Starting materials: C1CCOC1, CON(C)C(=O)c1cn(Cc2cccc(C)n2)c2ccccc2c1=O, CC(C)[Mg+], [Cl-], FC(F)(F)c1ccc(I)cn1. Product: Cc1cccc(Cn2cc(C(=O)c3ccc(C(F)(F)F)nc3)c(=O)c3ccccc32)n1. RXN SMILES: [CH2:42]1[O:43][CH2:44][CH2:45][CH2:46]1.[CH3:1][O:2][N:3]([C:4](=[O:5])[c:6]1[cH:7][n:8]([CH2:17][c:18]2[n:19][c:20]([CH3:24])[cH:21][cH:22][cH:23]2)[c:9]2[cH:10][cH:11][cH:12][cH:13][c:14]2[c:15]1=[O:16])[CH3:25].[CH:38]([Mg+:39])([CH3:40])[CH3:41].[Cl-:37].[I:26][c:27]1[cH:28][cH:29][c:30]([C:33]([F:34])([F:35])[F:36])[n:31][cH:32]1>>[C:4](=[O:5])([c:6]1[cH:7][n:8]([CH2:17][c:18]2[n:19][c:20]([CH3:24])[cH:21][cH:22][cH:23]2)[c:9]2[cH:10][cH:11][cH:12][cH:13][c:14]2[c:15]1=[O:16])[c:27]1[cH:28][cH:29][c:30]([C:33]([F:34])([F:35])[F:36])[n:31][cH:32]1. Reactants: C(=O)(OCC)C(CCC(=O)OCC)OC1=C(C=CC=C1)C (ethyl 4-carbethoxy-4-(2-methylphenoxy)butyrate), C1CC(=O)N(C1=O)Br (NBS), C(C1=CC=CC=C1)(=O)OOC(C1=CC=CC=C1)=O (benzoyl peroxide). The solvent is C(Cl)(Cl)(Cl)Cl (CCl4). Run at time 2 hour. Product: C(=O)(OCC)C(CCC(=O)OCC)OC1=C(CBr)C=CC=C1 (2-(1,3-dicarbethoxypropoxy) benzyl bromide). Reaction SMILES: [C:1]([CH:6]([O:14][C:15]1[CH:20]=[CH:19][CH:18]=[CH:17][C:16]=1[CH3:21])[CH2:7][CH2:8][C:9]([O:11][CH2:12][CH3:13])=[O:10])([O:3][CH2:4][CH3:5])=[O:2].C1C(=O)N([Br:29])C(=O)C1.C(OOC(=O)C1C=CC=CC=1)(=O)C1C=CC=CC=1>C(Cl)(Cl)(Cl)Cl>[C:1]([CH:6]([O:14][C:15]1[CH:20]=[CH:19][CH:18]=[CH:17][C:16]=1[CH2:21][Br:29])[CH2:7][CH2:8][C:9]([O:11][CH2:12][CH3:13])=[O:10])([O:3][CH2:4][CH3:5])=[O:2]. Reported procedure: A mixture of ethyl 4-carbethoxy-4-(2-methylphenoxy)butyrate (0.05 mol) and NBS (0.055 mol) and 150 mg of benzoyl peroxide in 150 mL of CCl4 is refluxed and shined with a sun lamp for 2 hours. Filtration and evaporation of solvent gives 2-(1,3-dicarbethoxypropoxy) benzyl bromide which is used without purification. Starting materials: O=C(OOC(=O)c1ccccc1)c1ccccc1, CCOC(=O)c1onc(OC)c1C, ClC(Cl)(Cl)Cl, O=C1CCC(=O)N1Br. Product: CCOC(=O)c1onc(OC)c1CBr. As a reaction SMILES: [C:22]([O:23][O:24][C:25](=[O:26])[c:27]1[cH:28][cH:29][cH:30][cH:31][cH:32]1)(=[O:33])[c:34]1[cH:35][cH:36][cH:37][cH:38][cH:39]1.[CH3:1][O:2][c:3]1[n:4][o:5][c:6]([C:9](=[O:10])[O:11][CH2:12][CH3:13])[c:7]1[CH3:8].[Cl:40][C:41]([Cl:42])([Cl:43])[Cl:44].[O:14]=[C:15]1[N:16]([Br:21])[C:17](=[O:18])[CH2:19][CH2:20]1>>[CH3:1][O:2][c:3]1[n:4][o:5][c:6]([C:9](=[O:10])[O:11][CH2:12][CH3:13])[c:7]1[CH2:8][Br:21]. Isolated yield 29.0%. The product is C1=CC=CC=2C3=CC=CC=C3N(C12)C=1C=C(C=CC1)C1=CC(=CC=C1)N1C2=C([Si](C3=C1C=CC=C3)(C3=CC=CC=C3)C3=CC=CC=C3)C=CC=C2 (5-(3′-(9H-carbazol-9-yl)-[1,1′-biphenyl]-3-yl)-10,10-diphenyl-5,10-dihydrodibenzo[b,e][1,4]azasiline), powder. Conditions: temperature -78 celsius, time 2 hour. RXN SMILES: Br[C:2]1[CH:7]=[CH:6][CH:5]=[CH:4][C:3]=1[N:8]([C:34]1[CH:39]=[CH:38][CH:37]=[C:36](Br)[CH:35]=1)[C:9]1[CH:10]=[C:11]([C:15]2[CH:20]=[CH:19][CH:18]=[C:17]([N:21]3[C:33]4[CH:32]=[CH:31][CH:30]=[CH:29][C:28]=4[C:27]4[C:22]3=[CH:23][CH:24]=[CH:25][CH:26]=4)[CH:16]=2)[CH:12]=[CH:13][CH:14]=1.C(=O)=O.C([Li])CCC.Cl[Si:50](Cl)([C:57]1[CH:62]=[CH:61][CH:60]=[CH:59][CH:58]=1)[C:51]1[CH:56]=[CH:55][CH:54]=[CH:53][CH:52]=1>CC(C)=O.C1COCC1>[CH:23]1[C:22]2[N:21]([C:17]3[CH:16]=[C:15]([C:11]4[CH:12]=[CH:13][CH:14]=[C:9]([N:8]5[C:3]6[CH:4]=[CH:5][CH:6]=[CH:7][C:2]=6[Si:50]([C:57]6[CH:58]=[CH:59][CH:60]=[CH:61][CH:62]=6)([C:51]6[CH:56]=[CH:55][CH:54]=[CH:53][CH:52]=6)[C:35]6[CH:36]=[CH:37][CH:38]=[CH:39][C:34]5=6)[CH:10]=4)[CH:20]=[CH:19][CH:18]=3)[C:33]3[C:28](=[CH:29][CH:30]=[CH:31][CH:32]=3)[C:27]=2[CH:26]=[CH:25][CH:24]=1. Reactants: Cl[Si](C1=CC=CC=C1)(C1=CC=CC=C1)Cl (Dichlorodiphenylsilane), C(CCC)[Li] (Butyllithium), BrC1=C(C=CC=C1)N(C=1C=C(C=CC1)C1=CC(=CC=C1)N1C2=CC=CC=C2C=2C=CC=CC12)C1=CC(=CC=C1)Br (N-(2-bromophenyl)-N-(3-bromophenyl)-3′-(9H-carbazol-9-yl)-[1,1′-biphenyl]-3-amine), C(=O)=O (dry ice). Run in C1CCOC1 (THF), CC(=O)C (Acetone). Procedure: N-(2-bromophenyl)-N-(3-bromophenyl)-3′-(9H-carbazol-9-yl)-[1,1′-biphenyl]-3-amine was added into a 250 mL round bottom flask, and solubilized in dry THF (155 ml). The solution was cooled down to −78° C. using dry ice and Acetone. Butyllithium (7.45 ml, 18.62 mmol) was added dropwise and the reaction mixture was stirred −78° C. for 2 hours. Dichlorodiphenylsilane (2.108 ml, 10.24 mmol) was then added dropwise. The reaction mixture was allowed to slowly warm to room temperature and was stirred ove... The reactants are N12CCC(C(CCC1)C2)NC2=NC=C(C=C2)Br ((4SR, 5RS)-(1-aza-bicyclo[3.3.1]non-4-yl)-(5-bromo-pyridin-2-yl)-amine), N1C=CC2=CC(=CC=C12)B(O)O (indole-5-boronic acid). The reagents and catalysts are C=1C=CC(=CC1)[P](C=2C=CC=CC2)(C=3C=CC=CC3)[Pd]([P](C=4C=CC=CC4)(C=5C=CC=CC5)C=6C=CC=CC6)([P](C=7C=CC=CC7)(C=8C=CC=CC8)C=9C=CC=CC9)[P](C=1C=CC=CC1)(C=1C=CC=CC1)C=1C=CC=CC1 (tetrakis(triphenylphosphine)palladium). Product: N12CCC(C(CCC1)C2)NC2=NC=C(C=C2)C=2C=C1C=CNC1=CC2 ((4SR,5RS)-(1-aza-bicyclo[3.3.1]non-4-yl)-[5-(1H-indol-5-yl]-pyridin-2-yl)-amine). The yield is 43.9%. Reaction SMILES: [N:1]12[CH2:9][CH:5]([CH2:6][CH2:7][CH2:8]1)[CH:4]([NH:10][C:11]1[CH:16]=[CH:15][C:14](Br)=[CH:13][N:12]=1)[CH2:3][CH2:2]2.[NH:18]1[C:26]2[C:21](=[CH:22][C:23](B(O)O)=[CH:24][CH:25]=2)[CH:20]=[CH:19]1>C1C=CC([P]([Pd]([P](C2C=CC=CC=2)(C2C=CC=CC=2)C2C=CC=CC=2)([P](C2C=CC=CC=2)(C2C=CC=CC=2)C2C=CC=CC=2)[P](C2C=CC=CC=2)(C2C=CC=CC=2)C2C=CC=CC=2)(C2C=CC=CC=2)C2C=CC=CC=2)=CC=1>[N:1]12[CH2:9][CH:5]([CH2:6][CH2:7][CH2:8]1)[CH:4]([NH:10][C:11]1[CH:16]=[CH:15][C:14]([C:23]3[CH:22]=[C:21]4[C:26](=[CH:25][CH:24]=3)[NH:18][CH:19]=[CH:20]4)=[CH:13][N:12]=1)[CH2:3][CH2:2]2 |^1:33,35,54,73|. Reported procedure: A microwave vial containing a stirring bar is loaded with 148 mg (0.5 mmol) of (4SR, 5RS)-(1-aza-bicyclo[3.3.1]non-4-yl)-(5-bromo-pyridin-2-yl)-amine, 98 mg (0.61 mmol) of indole-5-boronic acid and 29.7 mg of tetrakis(triphenylphosphine)palladium, capped and after evacuation purged with argon. After addition of 9 ml of toluene, 1 ml of EtOH and 1 ml of 21 M Na2CO3 soln. the mixture is irradiated at 120° C. for 45 min in a microwave reactor (Initiator Exp, Biotage). The reaction mixture is filter... Starting materials: C(C1=CC=CC=C1)NCCC1=C(C(=C(C=C1)OC)OC)Cl (N-benzyl-2-chloro-3,4-dimethoxyphenethylamine), BrC1=C(C2CO2)C=CC=C1 (o-bromostyrene oxide). Solvent: CO (methanol). Product: C(C1=CC=CC=C1)N(CCC1=C(C(=C(C=C1)OC)OC)Cl)CC(C1=C(C=CC=C1)Br)O (N-benzyl-N-[2-(2-chloro-3,4-dimethoxyphenyl)ethyl]-2-hydroxy-2-(2-bromophenyl)ethylamine). Reaction SMILES: [CH2:1]([NH:8][CH2:9][CH2:10][C:11]1[CH:16]=[CH:15][C:14]([O:17][CH3:18])=[C:13]([O:19][CH3:20])[C:12]=1[Cl:21])[C:2]1[CH:7]=[CH:6][CH:5]=[CH:4][CH:3]=1.[Br:22][C:23]1[CH:31]=[CH:30][CH:29]=[CH:28][C:24]=1[CH:25]1[O:27][CH2:26]1>CO>[CH2:1]([N:8]([CH2:26][CH:25]([OH:27])[C:24]1[CH:28]=[CH:29][CH:30]=[CH:31][C:23]=1[Br:22])[CH2:9][CH2:10][C:11]1[CH:16]=[CH:15][C:14]([O:17][CH3:18])=[C:13]([O:19][CH3:20])[C:12]=1[Cl:21])[C:2]1[CH:3]=[CH:4][CH:5]=[CH:6][CH:7]=1. Reported procedure: Similarly 2.71 g of N-benzyl-2-chloro-3,4-dimethoxyphenethylamine and 2.33 g (0.015 mol) of o-bromostyrene oxide are reacted in methanol to give N-benzyl-N-[2-(2-chloro-3,4-dimethoxyphenyl)ethyl]-2-hydroxy-2-(2-bromophenyl)ethylamine. The latter is converted to its hydrochloride, which is dissolved in 90 ml of methanol and hydrogenated over 1 g of 10% palladium-on-carbon in 10 ml of ethyl acetate at room temperature for six hours. The reaction mixture is filtered and evaporated in vacuo to leave...